From a dataset of the Open Reaction Database (ORD), a public repository of structured organic reaction records. describe an organic reaction: reactants, conditions, products, and yield Starting materials: COCOC1=CC=C2C(C(COC2=C1)(C)C1=CC=C(C=C1)OCOC)CCCCCCCCC(C(=O)OCC)CCC(C(C(C(F)(F)F)(F)F)(F)F)(F)F (ethyl 10-[(3RS,4RS)-7-(methoxymethoxy)-3-(4-methoxymethoxyphenyl)-3-methylchroman-4-yl]-2-(3,3,4,4,5,5,6,6,6-nonafluorohexyl)decanoate), C([O-])(O)=O.[Na+] (sodium bicarbonate). Reagents/catalysts: Cl (hydrochloric acid). Solvent: CO (methanol). Reaction conditions: temperature 50 celsius, time 4 hour. Product: OC1=CC=C2C(C(COC2=C1)(C)C1=CC=C(C=C1)O)CCCCCCCCC(C(=O)OCC)CCC(C(C(C(F)(F)F)(F)F)(F)F)(F)F (ethyl 10-[(3RS,4RS)-7-hydroxy-3-(4-hydroxyphenyl)-3-methylchroman-4-yl]-2-(3,3,4,4,5,5,6,6,6-nonafluorohexyl)decanoate). Yield: 93.1%. Reaction SMILES: COC[O:4][C:5]1[CH:14]=[C:13]2[C:8]([CH:9]([CH2:26][CH2:27][CH2:28][CH2:29][CH2:30][CH2:31][CH2:32][CH2:33][CH:34]([CH2:40][CH2:41][C:42]([F:54])([F:53])[C:43]([F:52])([F:51])[C:44]([F:50])([F:49])[C:45]([F:48])([F:47])[F:46])[C:35]([O:37][CH2:38][CH3:39])=[O:36])[C:10]([C:16]3[CH:21]=[CH:20][C:19]([O:22]COC)=[CH:18][CH:17]=3)([CH3:15])[CH2:11][O:12]2)=[CH:7][CH:6]=1.C(=O)(O)[O-].[Na+]>Cl.CO>[OH:4][C:5]1[CH:14]=[C:13]2[C:8]([CH:9]([CH2:26][CH2:27][CH2:28][CH2:29][CH2:30][CH2:31][CH2:32][CH2:33][CH:34]([CH2:40][CH2:41][C:42]([F:54])([F:53])[C:43]([F:51])([F:52])[C:44]([F:49])([F:50])[C:45]([F:46])([F:47])[F:48])[C:35]([O:37][CH2:38][CH3:39])=[O:36])[C:10]([C:16]3[CH:21]=[CH:20][C:19]([OH:22])=[CH:18][CH:17]=3)([CH3:15])[CH2:11][O:12]2)=[CH:7][CH:6]=1 |f:1.2|. Procedure details: Concentrated hydrochloric acid (10 drops) was added to a solution of ethyl 10-[(3RS,4RS)-7-(methoxymethoxy)-3-(4-methoxymethoxyphenyl)-3-methylchroman-4-yl]-2-(3,3,4,4,5,5,6,6,6-nonafluorohexyl)decanoate (1.33 g, 1.686 mmol) in methanol (15 ml) followed by stirring for 4 hours at 50° C. The reaction mixture was neutralized with aqueous sodium bicarbonate and then concentrated under reduced pressure. Water was added to the residue, which was then extracted with ethyl acetate. The organic layer wa... Starting materials: N(C(=N)N)C=1C=CC=C(C(=O)O)C1 (5-Guanidino Benzoic Acid), Cl.C(C)OC(C[C@@H](C1=CC(=CC(=C1)C(C)(C)C)Br)NC(CN)=O)=O ((S)-3-(2-Amino-acetylamino)-3-(3-bromo-5-tert-butyl-phenyl)-propionic acid ethyl ester hydrochloride salt), O.ON1N=NC2=C1C=CC=C2 (1-hydroxybenzotriazole hydrate), C(C)(C)N=C=NC(C)C (N,N′-diisopropylcarbodiimide), crude residue, (S)-ethyl 3-(3-bromo-5-(tert-butyl)phenyl)-3-(2-(3-guanidinobenzamido)acetamido) propanoate, crude residue. Solvent: CN(C)C=O (DMF), ClCCl (dichloromethane). Conditions: time 8 hour. The product is BrC=1C=C(C=C(C1)C(C)(C)C)[C@H](CC(=O)OCC)NC(CNC(C1=CC(=CC=C1)NC(=N)N)=O)=O ((S)-ethyl 3-(3-bromo-5-(tert-butyl)phenyl)-3-(2-(3-guanidinobenzamido)acetamido)propanoate). As a reaction SMILES: [NH:1]([C:5]1[CH:6]=[CH:7][CH:8]=[C:9]([CH:13]=1)[C:10]([OH:12])=O)[C:2]([NH2:4])=[NH:3].Cl.[CH2:15]([O:17][C:18](=[O:37])[CH2:19][C@H:20]([NH:32][C:33](=[O:36])[CH2:34][NH2:35])[C:21]1[CH:26]=[C:25]([C:27]([CH3:30])([CH3:29])[CH3:28])[CH:24]=[C:23]([Br:31])[CH:22]=1)[CH3:16].O.ON1C2C=CC=CC=2N=N1.C(N=C=NC(C)C)(C)C>CN(C=O)C.ClCCl>[Br:31][C:23]1[CH:22]=[C:21]([C@@H:20]([NH:32][C:33](=[O:36])[CH2:34][NH:35][C:10](=[O:12])[C:9]2[CH:8]=[CH:7][CH:6]=[C:5]([NH:1][C:2]([NH2:4])=[NH:3])[CH:13]=2)[CH2:19][C:18]([O:17][CH2:15][CH3:16])=[O:37])[CH:26]=[C:25]([C:27]([CH3:30])([CH3:28])[CH3:29])[CH:24]=1 |f:1.2,3.4|. Procedure details: A mixture of 3-guanidinobenzoic acid (Example C) (179.5 mg, 1.00 mmol), (S)-ethyl 3-(2-aminoacetamido)-3-(3-bromo-5-tert-butyl)phenyl)propanoate hydrochloride (Example H) (439.5 mg, 1.00 mmol) and 1-hydroxybenzotriazole hydrate (31.2 mg, 0.20 mmol) was dissolved in DMF (4 mL) and dichloromethane (4 mL) and stirred at room temperature under nitrogen atmosphere for 10 min to give a colorless suspension. N,N′-diisopropylcarbodiimide (205 uL, 1.33 mmol) was added and the reaction mixture was stirred... Reactants: O, O=S(=O)(O)O, CN(C)CCCC(CN=C=S)(c1ccccc1)c1ccccc1. Yields the product CN(C)CCCC1(c2ccccc2)CNC(=O)c2ccccc21. As a reaction SMILES: [OH2:29].[S:24]([OH:25])(=[O:26])(=[O:27])[OH:28].[c:1]1([C:7]([CH2:8][N:9]=[C:10]=[S:11])([CH2:12][CH2:13][CH2:14][N:15]([CH3:16])[CH3:17])[c:18]2[cH:19][cH:20][cH:21][cH:22][cH:23]2)[cH:2][cH:3][cH:4][cH:5][cH:6]1>>[c:1]12[cH:2][cH:3][cH:4][cH:5][c:6]1[C:10](=[O:25])[NH:9][CH2:8][C:7]2([CH2:12][CH2:13][CH2:14][N:15]([CH3:16])[CH3:17])[c:18]1[cH:19][cH:20][cH:21][cH:22][cH:23]1. Reactants: ClC=1C=C(C=CC1Cl)[C@H]1[C@@H](CN(CCO1)C(=O)OC(C)(C)C)CNC(=O)OC1=CC=C(C=C1)[N+](=O)[O-] (tert-butyl (6R,7R)-7-(3,4-dichlorophenyl)-6-{[(4-nitrophenoxy)carbonylamino]methyl}-1,4-oxazepane-4-carboxylate), N1CCOCC1 (morpholine). Product: Cl.ClC=1C=C(C=CC1Cl)[C@H]1[C@@H](CNCCO1)CNC(=O)N1CCOCC1 (N-{[(6S,7R)-7-(3,4-dichlorophenyl)-1,4-oxazepan-6-yl]methyl}morpholine-4-carboxamide monohydrochloride). RXN SMILES: [Cl:1][C:2]1[CH:3]=[C:4]([C@@H:9]2[O:15][CH2:14][CH2:13][N:12](C(OC(C)(C)C)=O)[CH2:11][C@H:10]2[CH2:23][NH:24][C:25]([O:27]C2C=CC([N+]([O-])=O)=CC=2)=O)[CH:5]=[CH:6][C:7]=1[Cl:8].[NH:37]1[CH2:42][CH2:41][O:40][CH2:39][CH2:38]1>>[ClH:1].[Cl:1][C:2]1[CH:3]=[C:4]([C@@H:9]2[O:15][CH2:14][CH2:13][NH:12][CH2:11][C@H:10]2[CH2:23][NH:24][C:25]([N:37]2[CH2:42][CH2:41][O:40][CH2:39][CH2:38]2)=[O:27])[CH:5]=[CH:6][C:7]=1[Cl:8] |f:2.3|. Procedure details: Using tert-butyl (6R,7R)-7-(3,4-dichlorophenyl)-6-{[(4-nitrophenoxy)carbonylamino]methyl}-1,4-oxazepane-4-carboxylate and morpholine, and by a method similar to that in Example 158, steps B and C, the title compound was obtained. Solvent: O (water), O1CCCC1 (tetrahydrofuran). Yields the product ClC1=C(C=CC=C1)N1C(=NC2=CC=CC=C2C1=O)C=O (3-(2-Chloro-phenyl)-3,4-dihydro-quinazolin-4-one-2-carboxaldehyde). Procedure: To a well stirred mixture of sodium periodate (1.38 g, 6.45 mmol) in water (6 mL) and tetrahydrofuran (6 mL) was added 3-(2-chloro-phenyl)-2-(2-dimethylamino-vinyl)-3,4-dihydro-quinazolin-4-one (0.70 g, 2.15 mmol) all at once. The mixture warmed slightly to the touch and was stirred for 1 hour at ambient temperature. The reaction was filtered through celite and the pad was rinsed with ether. The filtrate was rendered basic by addition of saturated aqueous sodium bicarbonate and phases were separ... As a reaction SMILES: I([O-])(=O)(=O)=O.[Na+].[Cl:7][C:8]1[CH:13]=[CH:12][CH:11]=[CH:10][C:9]=1[N:14]1[C:23](=[O:24])[C:22]2[C:17](=[CH:18][CH:19]=[CH:20][CH:21]=2)[N:16]=[C:15]1[CH:25]=CN(C)C.N1C2C(=CC=CC=2)C(=[O:40])NC=1>O.O1CCCC1>[Cl:7][C:8]1[CH:13]=[CH:12][CH:11]=[CH:10][C:9]=1[N:14]1[C:23](=[O:24])[C:22]2[C:17](=[CH:18][CH:19]=[CH:20][CH:21]=2)[N:16]=[C:15]1[CH:25]=[O:40] |f:0.1|. Reactants: I(=O)(=O)(=O)[O-].[Na+] (sodium periodate), N1=CNC(C2=CC=CC=C12)=O (quinazolin-4-one), ClC1=C(C=CC=C1)N1C(=NC2=CC=CC=C2C1=O)C=CN(C)C (3-(2-chloro-phenyl)-2-(2-dimethylamino-vinyl)-3,4-dihydro-quinazolin-4-one). The reactants are O=C([O-])O, CO, ClC(Cl)Cl, CN(C)CC(CC(=O)O)NC(=O)CCCCCCCOCc1ccc(F)c(F)c1, CI, [K+]. Product: C[N+](C)(C)CC(CC(=O)[O-])NC(=O)CCCCCCCOCc1ccc(F)c(F)c1. Reaction SMILES: [C:1](=[O:2])([O-:3])[OH:4].[CH3:37][OH:38].[CH:39]([Cl:40])([Cl:41])[Cl:42].[F:8][c:9]1[cH:10][c:11]([CH2:12][O:13][CH2:14][CH2:15][CH2:16][CH2:17][CH2:18][CH2:19][CH2:20][C:21](=[O:22])[NH:23][CH:24]([CH2:25][C:26](=[O:27])[OH:28])[CH2:29][N:30]([CH3:31])[CH3:32])[cH:33][cH:34][c:35]1[F:36].[I:6][CH3:7].[K+:5]>>[CH3:1][N+:30]([CH2:29][CH:24]([NH:23][C:21]([CH2:20][CH2:19][CH2:18][CH2:17][CH2:16][CH2:15][CH2:14][O:13][CH2:12][c:11]1[cH:10][c:9]([F:8])[c:35]([F:36])[cH:34][cH:33]1)=[O:22])[CH2:25][C:26](=[O:27])[O-:28])([CH3:31])[CH3:32]. The reactants are Nc1ccc(S(=O)(=O)c2cc(Br)nc(Br)c2)cc1, CN(C)CCN, C1COCCO1. The product is CN(C)CCNc1cc(S(=O)(=O)c2ccc(N)cc2)cc(Br)n1. RXN SMILES: [Br:1][c:2]1[n:3][c:4]([Br:18])[cH:5][c:6]([S:8](=[O:9])(=[O:10])[c:11]2[cH:12][cH:13][c:14]([NH2:17])[cH:15][cH:16]2)[cH:7]1.[CH3:19][N:20]([CH2:21][CH2:22][NH2:23])[CH3:24].[O:25]1[CH2:26][CH2:27][O:28][CH2:29][CH2:30]1>>[c:2]1([NH:23][CH2:22][CH2:21][N:20]([CH3:19])[CH3:24])[n:3][c:4]([Br:18])[cH:5][c:6]([S:8](=[O:9])(=[O:10])[c:11]2[cH:12][cH:13][c:14]([NH2:17])[cH:15][cH:16]2)[cH:7]1. Starting materials: NC=1C2=C(N=CN1)NC=C2C2=CC=C(C=C2)OC2=CC=CC=C2 (4-Amino-5-(4-phenoxyphenyl)-7H-pyrrolo[2,3-d]pyrimidine), [H-].[Na+] (sodium hydride), BrC1C(=O)OCC1 (α-bromo-γ-butyrolactone). The solvent is CN(C=O)C (dimethyl formamide), CN(C=O)C (dimethylformamide). Conditions: temperature 0 celsius. Yields the product NC=1C2=C(N=CN1)N(C=C2C2=CC=C(C=C2)OC2=CC=CC=C2)C2C(=O)OCC2 (2-[4-amino-5-(4-phenoxyphenyl)-7H-pyrrolo[2,3-d]pyrimidin-7-yl]-butyrolactone). As a reaction SMILES: [NH2:1][C:2]1[C:3]2[C:10]([C:11]3[CH:16]=[CH:15][C:14]([O:17][C:18]4[CH:23]=[CH:22][CH:21]=[CH:20][CH:19]=4)=[CH:13][CH:12]=3)=[CH:9][NH:8][C:4]=2[N:5]=[CH:6][N:7]=1.[H-].[Na+].Br[CH:27]1[CH2:32][CH2:31][O:30][C:28]1=[O:29]>CN(C)C=O>[NH2:1][C:2]1[C:3]2[C:10]([C:11]3[CH:12]=[CH:13][C:14]([O:17][C:18]4[CH:23]=[CH:22][CH:21]=[CH:20][CH:19]=4)=[CH:15][CH:16]=3)=[CH:9][N:8]([CH:27]3[CH2:32][CH2:31][O:30][C:28]3=[O:29])[C:4]=2[N:5]=[CH:6][N:7]=1 |f:1.2|. Procedure: 4-Amino-5-(4-phenoxyphenyl)-7H-pyrrolo[2,3-d]pyrimidine (1.0 g) was added to a mixture of sodium hydride (0.158 g of a 60% dispersion in mineral oil) in dimethyl formamide (70 ml) with stirring under nitrogen at 0° C. The mixture was stirred at 0° C. for 1 hour and then α-bromo-γ-butyrolactone (0.60 g) in dimethylformamide (6 ml) was added dropwise with stirring at 0° C. The mixture was stirred at ambient temperature for 18 hours and then quenched with water (100 ml). The mixture was extracted w... Reactants: NC1=NC(=CC(=N1)C1=CC(=C(C#N)C=C1)F)N1[C@@H](COCC1)C(C)C (4-{2-amino-6-[(3R)-3-(1-methylethyl)-4-morpholinyl]-4-pyrimidinyl}-2-fluorobenzonitrile), O.NN (hydrazine monohydrate). Solvent: CCO (EtOH). Conditions: temperature 100 celsius, time 20 hour. Yields the product NC1=NC(=CC(=N1)C1=CC=C2C(=NNC2=C1)N)N1[C@@H](COCC1)C(C)C (6-{2-Amino-6-[(3R)-3-(1-methylethyl)-4-morpholinyl]-4-pyrimidinyl}-1H-indazol-3-amine). Reaction SMILES: [NH2:1][C:2]1[N:7]=[C:6]([C:8]2[CH:15]=[CH:14][C:11]([C:12]#[N:13])=[C:10](F)[CH:9]=2)[CH:5]=[C:4]([N:17]2[CH2:22][CH2:21]O[CH2:19][C@H:18]2[CH:23]([CH3:25])[CH3:24])[N:3]=1.[OH2:26].[NH2:27][NH2:28]>CCO>[NH2:1][C:2]1[N:7]=[C:6]([C:8]2[CH:9]=[C:10]3[C:11]([C:12]([NH2:13])=[N:27][NH:28]3)=[CH:14][CH:15]=2)[CH:5]=[C:4]([N:17]2[CH2:22][CH2:21][O:26][CH2:19][C@H:18]2[CH:23]([CH3:24])[CH3:25])[N:3]=1 |f:1.2|. Reported procedure: To a solution of 4-{2-amino-6-[(3R)-3-(1-methylethyl)-4-morpholinyl]-4-pyrimidinyl}-2-fluorobenzonitrile (355 mg, 1.04 mmol) in EtOH (10 mL) was added hydrazine monohydrate (2 mL) in one portion at room temperature. The mixture was heated in an oil bath at 100° C. under a gentle reflux for 18 hours. LCMS showed conversion complete. The mixture was cooled to room temperature, filtered through celite, and rinsed with EtOH (20 mL). The filtrate was concentrated in vacuo. The residue was suspended i... Product: COC(\C=C\C=1C=CC2=C(C(N(C3(CCN(CC3)C(=O)OC(C)(C)C)O2)CC2=CC=CC=C2)=O)C1)=O ((E)-3-{1′-tert-butoxycarbonyl-3,4-dihydro-3-benzyl-4-oxo-spiro[2H-(1,3)-benzoxazine-2,4′-piperidin]-6-yl}-acrylic acid methyl ester). Run in CN(C)C=O (DMF), O (water). Reaction SMILES: [CH3:1][O:2][C:3](=[O:29])/[CH:4]=[CH:5]/[C:6]1[CH:7]=[CH:8][C:9]2[O:26][C:13]3([CH2:18][CH2:17][N:16]([C:19]([O:21][C:22]([CH3:25])([CH3:24])[CH3:23])=[O:20])[CH2:15][CH2:14]3)[NH:12][C:11](=[O:27])[C:10]=2[CH:28]=1.[H-].[Na+].[CH2:32](Br)[C:33]1[CH:38]=[CH:37][CH:36]=[CH:35][CH:34]=1.[NH4+].[Cl-]>CN(C=O)C.O>[CH3:1][O:2][C:3](=[O:29])/[CH:4]=[CH:5]/[C:6]1[CH:7]=[CH:8][C:9]2[O:26][C:13]3([CH2:18][CH2:17][N:16]([C:19]([O:21][C:22]([CH3:24])([CH3:25])[CH3:23])=[O:20])[CH2:15][CH2:14]3)[N:12]([CH2:32][C:33]3[CH:38]=[CH:37][CH:36]=[CH:35][CH:34]=3)[C:11](=[O:27])[C:10]=2[CH:28]=1 |f:1.2,4.5|. Starting materials: [H-].[Na+] (NaH), [NH4+].[Cl-] (NH4Cl), COC(\C=C\C=1C=CC2=C(C(NC3(CCN(CC3)C(=O)OC(C)(C)C)O2)=O)C1)=O ((E)-3-{1′-Tert-butoxycarbonyl-3,4-dihydro-4-oxo-spiro[2H-(1,3)-benzoxazine-2,4′-piperidin]-6-yl}-acrylic acid methyl ester), C(C1=CC=CC=C1)Br (benzyl bromide). Procedure: (E)-3-{1′-Tert-butoxycarbonyl-3,4-dihydro-4-oxo-spiro[2H-(1,3)-benzoxazine-2,4′-piperidin]-6-yl}-acrylic acid methyl ester (1.8 g, 4.5 mmol, Example 25, Step A) was dissolved in dry DMF (25 ml) under N2, and NaH (268.6 mg, 6.71 mmol, 60% suspension in mineral oil) was added. After 10 min stirring, benzyl bromide (1.07 ml, 8.95 mmol) was added dropwise and the mixture was heated for 3 h at 80° C. The mixture was poured into water and a saturated NH4Cl solution was added. The aqueous phase was ext... Yield: 58.7%. Run at temperature 80 celsius, time 10 minute.